From a dataset of the Open Reaction Database (ORD), a public repository of structured organic reaction records. describe an organic reaction: reactants, conditions, products, and yield Reactants: C1(CC1)N1C=C(C(C2=C(C(=C(C(=C12)F)N1CCN(CC1)C)F)F)=O)C(=O)O (1-cyclopropyl-5,6,8-trifluoro-7-(4-methyl-1-piperazinyl)-1,4-dihydro-4-oxoquinoline-3-carboxylic acid), C(C1=CC=CC=C1)N (benzylamine). The solvent is N1=CC=CC=C1 (pyridine). Yields the product C(C1=CC=CC=C1)NC1=C2C(C(=CN(C2=C(C(=C1F)N1CCN(CC1)C)F)C1CC1)C(=O)O)=O (5-benzylamino-1-cyclopropyl-6,8-difluoro-7-(4-methyl-1-piperazinyl)-1,4-dihydro-4-oxoquinoline-3-carboxylic acid). Isolated yield 59.4%. Reaction SMILES: [CH:1]1([N:4]2[C:13]3[C:8](=[C:9](F)[C:10]([F:22])=[C:11]([N:15]4[CH2:20][CH2:19][N:18]([CH3:21])[CH2:17][CH2:16]4)[C:12]=3[F:14])[C:7](=[O:24])[C:6]([C:25]([OH:27])=[O:26])=[CH:5]2)[CH2:3][CH2:2]1.[CH2:28]([NH2:35])[C:29]1[CH:34]=[CH:33][CH:32]=[CH:31][CH:30]=1>N1C=CC=CC=1>[CH2:28]([NH:35][C:9]1[C:10]([F:22])=[C:11]([N:15]2[CH2:20][CH2:19][N:18]([CH3:21])[CH2:17][CH2:16]2)[C:12]([F:14])=[C:13]2[C:8]=1[C:7](=[O:24])[C:6]([C:25]([OH:27])=[O:26])=[CH:5][N:4]2[CH:1]1[CH2:2][CH2:3]1)[C:29]1[CH:34]=[CH:33][CH:32]=[CH:31][CH:30]=1. Reported procedure: A mixture of 1-cyclopropyl-5,6,8-trifluoro-7-(4-methyl-1-piperazinyl)-1,4-dihydro-4-oxoquinoline-3-carboxylic acid (1.0 g), benzylamine (420 mg), and pyridine (5 ml) was heated at 100°-110° C. for 3 hours. The reaction mixture was evaporated to dryness under reduced pressure. After addition of water to the residue, the mixture was acidified with 10% aqueous acetic acid and extracted with chloroform. The extract was dried and evaporated. The resulting crystals were recrystallized from ethanol-eth... Starting materials: C(C1=CC=CC=C1)OC([C@H]1N(C[C@@H](C1)O)C(=O)[C@@H]1CSCCCCCCCC(C(N1)=O)CSC(C(C)(C)C)=O)=O (Trans-N-[(3R)-6-(pivaloylthiomethyl)-5-oxo-1-thia-4-azacyclotridecan-3-yl-carbonyl]-4-hydroxy-L-proline benzyl ester), O.[OH-].[Li+] (Lithium hydroxide monohydrate), Cl (hydrochloric acid). Conditions: time 2.5 hour. Product: SCC1C(N[C@@H](CSCCCCCCC1)C(=O)N1[C@H](C(=O)O)C[C@H](C1)O)=O (trans N-[[(3R)-6-mercaptomethyl-5-oxo-1-thia-4-azacyclotridecan-3-yl]-carbonyl]-4-hydroxy-L-proline). As a reaction SMILES: C([O:8][C:9](=[O:40])[C@@H:10]1[CH2:14][C@@H:13]([OH:15])[CH2:12][N:11]1[C:16]([C@H:18]1[NH:30][C:29](=[O:31])[CH:28]([CH2:32][S:33]C(=O)C(C)(C)C)[CH2:27][CH2:26][CH2:25][CH2:24][CH2:23][CH2:22][CH2:21][S:20][CH2:19]1)=[O:17])C1C=CC=CC=1.O.[OH-].[Li+].Cl>>[SH:33][CH2:32][CH:28]1[CH2:27][CH2:26][CH2:25][CH2:24][CH2:23][CH2:22][CH2:21][S:20][CH2:19][C@@H:18]([C:16]([N:11]2[CH2:12][C@H:13]([OH:15])[CH2:14][C@H:10]2[C:9]([OH:40])=[O:8])=[O:17])[NH:30][C:29]1=[O:31] |f:1.2.3|. Procedure: Trans-N-[(3R)-6-(pivaloylthiomethyl)-5-oxo-1-thia-4-azacyclotridecan-3-yl-carbonyl]-4-hydroxy-L-proline benzyl ester (0.30 g, 0.05 mmol) is dissolved in nitrogen degassed tetrahydrofuran (1 ml) and water (0.5 ml). Lithium hydroxide monohydrate (0.006 g, 0.15 mmol) is added and the mixture is stirred at room temperature for 2.5 hours. The mixture is poured into 1N hydrochloric acid and extracted with ethyl acetate (2×10 ml). The combined organic layers are dried (MgSO4) and the solvent is evapora... Product: COC(=O)c1sccc1NS(=O)(=O)c1ccc(C(F)(F)F)cc1Br. Reaction SMILES: [Br:17][c:18]1[c:19]([S:28](=[O:29])(=[O:30])[Cl:31])[cH:20][cH:21][c:22]([C:24]([F:25])([F:26])[F:27])[cH:23]1.[CH3:32][N:33]([CH3:34])[c:35]1[cH:36][cH:37][n:38][cH:39][cH:40]1.[Cl:41][CH2:42][Cl:43].[NH2:1][c:2]1[c:3]([C:7](=[O:8])[O:9][CH3:10])[s:4][cH:5][cH:6]1.[cH:11]1[cH:12][cH:13][n:14][cH:15][cH:16]1>>[NH:1]([c:2]1[c:3]([C:7](=[O:8])[O:9][CH3:10])[s:4][cH:5][cH:6]1)[S:28]([c:19]1[c:18]([Br:17])[cH:23][c:22]([C:24]([F:25])([F:26])[F:27])[cH:21][cH:20]1)(=[O:29])=[O:30]. Reactants: O=S(=O)(Cl)c1ccc(C(F)(F)F)cc1Br, CN(C)c1ccncc1, ClCCl, COC(=O)c1sccc1N, c1ccncc1. Reactants: C([O-])(O)=O.[Na+] (sodium bicarbonate), FC(C(=O)O)(F)F (Trifluoroacetic acid), C(C)(C)(C)N(C[Si](C)(C)C)COC (N-tert-butyl-N-(methoxymethyl)-N-(trimethylsilylmethyl)amine), FC1=CC=C(C=C1)/C=C/C(=O)OC (methyl (2E)-3-(4-fluorophenyl)prop-2-enoate). Run in C(Cl)Cl (methylene chloride). Reaction conditions: time 18 hour. Yields the product C(C)(C)(C)N1C[C@H]([C@@H](C1)C1=CC=C(C=C1)F)C(=O)OC (methyl (±)-trans-1-tert-butyl-4-(4-fluorophenyl)-pyrrolidine-3-carboxylate). Isolated yield 75.1%. RXN SMILES: FC(F)(F)C(O)=O.[C:8]([N:12]([CH2:18]OC)[CH2:13][Si](C)(C)C)([CH3:11])([CH3:10])[CH3:9].[F:21][C:22]1[CH:27]=[CH:26][C:25](/[CH:28]=[CH:29]/[C:30]([O:32][CH3:33])=[O:31])=[CH:24][CH:23]=1.C(=O)(O)[O-].[Na+]>C(Cl)Cl>[C:8]([N:12]1[CH2:13][C@@H:28]([C:25]2[CH:24]=[CH:23][C:22]([F:21])=[CH:27][CH:26]=2)[C@H:29]([C:30]([O:32][CH3:33])=[O:31])[CH2:18]1)([CH3:9])([CH3:10])[CH3:11] |f:3.4|. Reported procedure: Trifluoroacetic acid (38.9 mL, 0.505 mmol) was added to a solution of the product of step B (1.03 g, 5.05 mmol) and methyl (2E)-3-(4-fluorophenyl)prop-2-enoate (1.00 g, 5.05 mmol) in methylene chloride (10 mL) at ambient temperature. After 18 h, the reaction mixture was poured into saturated aqueous sodium bicarbonate and extracted three times with methylene chloride. The combined organic extracts were washed with brine, dried (Na2SO4) and concentrated in vacuo. Purification of the crude residue... Starting materials: BrC1C=CCCC1 (3-bromocyclohexene), C1=CC=CC1 (cyclopentadiene), [OH-].[Na+] (NaOH). The reagents and catalysts are CCCCCCCC[N+](C)(CCCCCCCC)CCCCCCCC.[Cl-] (ALIQUAT 336). Solvent: O (water). Conditions: time 4 hour. The product is C1(CC=CCC1)C1(C=CC=C1)C1CC=CCC1 (di-(3-cyclohexenyl)cyclopentadiene). The yield is 88.4%. RXN SMILES: Br[CH:2]1[CH2:7][CH2:6][CH2:5][CH:4]=[CH:3]1.[CH:8]1[CH2:12][CH:11]=[CH:10][CH:9]=1.[OH-].[Na+]>CCCCCCCC[N+](CCCCCCCC)(CCCCCCCC)C.[Cl-].O>[CH:7]1([C:9]2([CH:6]3[CH2:5][CH2:4][CH:3]=[CH:2][CH2:7]3)[CH:8]=[CH:12][CH:11]=[CH:10]2)[CH2:6][CH2:5][CH:4]=[CH:3][CH2:2]1 |f:2.3,4.5|. Procedure details: A 1.0 L double-walled reactor, provided with baffles, condenser, top stirrer, thermometer and dropping funnel equipped with a nitrogen inlet was charged with ALIQUAT 336 (7.6 g, 19 mmol), 3-bromocyclohexene (58.8 g, 0.37 mol) and freshly cracked cyclopentadiene (11.9 g, 0.18 mol). A 50 wt. % NaOH aqueous solution (152 g) was then added via the dropping funnel to the, turbulently stirred reaction mixture. The reaction mixture was cooled with water during the addition of the base. After 4 hours of... Reactants: OC=1C=NC=CC1 (3-hydroxypyridine), FC=1C=CC(=C(C1)C)[N+](=O)[O-] (5-fluoro-2-nitrotoluene). The solvent is [Cl-].[Na+].O (brine), CN(C)C=O (DMF), CN(C)C=O (DMF). Conditions: time 1 hour. The product is CC=1C=C(OC=2C=NC=CC2)C=CC1[N+](=O)[O-] (3-(3-Methyl-4-nitrophenoxy)pyridine). Reaction SMILES: [OH:1][C:2]1[CH:3]=[N:4][CH:5]=[CH:6][CH:7]=1.F[C:9]1[CH:10]=[CH:11][C:12]([N+:16]([O-:18])=[O:17])=[C:13]([CH3:15])[CH:14]=1>CN(C=O)C.[Cl-].[Na+].O>[CH3:15][C:13]1[CH:14]=[C:9]([CH:10]=[CH:11][C:12]=1[N+:16]([O-:18])=[O:17])[O:1][C:2]1[CH:3]=[N:4][CH:5]=[CH:6][CH:7]=1 |f:3.4.5|. Procedure details: Rinse 35% oil dispersion of KH (12 g, 11 mmol) with 100 mL hexanes twice and dry under vacuum before cooling in an ice bath. Add 100 mL dry DMF then a solution of 3-hydroxypyridine (10 g, 105 mmol) in 100 mL DMF dropwise. Treat with a solution of 5-fluoro-2-nitrotoluene (16.3 g, 105 mmol) in 50 mL DMF to obtain a dark solution. Stir at ambient temperature for 1 hour, pour the mixture into 1 liter of brine and extract twice with 200 mL of EtOAc. Combine the extracts and wash twice with 500 mL bri... Reactants: 15, C12C3C=CC(C2C2CCC1C2)C3 (tetracyclo[4.4.0.12,5.17,10]dodec-3-ene), C(=O)(O)C1(C2C=CC(C1)C2)CC(=O)O (5-carboxy-5-carboxymethyl-2-norbornene). The product is C12C3C=CC(C2C2CCC1C2)C3.C(=O)(O)C1(C2C=CC(C1)C2)CC(=O)O (TCD CCMN). As a reaction SMILES: [CH:1]12[CH:10]3[CH2:11][CH:7]([CH2:8][CH2:9]3)[CH:6]1[CH:5]1[CH2:12][CH:2]2[CH:3]=[CH:4]1.[C:13]([C:16]1([CH2:23][C:24]([OH:26])=[O:25])[CH2:21][CH:20]2[CH2:22][CH:17]1[CH:18]=[CH:19]2)([OH:15])=[O:14]>>[CH:1]12[CH:10]3[CH2:11][CH:7]([CH2:8][CH2:9]3)[CH:6]1[CH:5]1[CH2:12][CH:2]2[CH:3]=[CH:4]1.[C:13]([C:16]1([CH2:23][C:24]([OH:26])=[O:25])[CH2:21][CH:20]2[CH2:22][CH:17]1[CH:18]=[CH:19]2)([OH:15])=[O:14] |f:2.3|. Reported procedure: The same polymerization as in Example 7 was carried out, except for using a mixture of 15 parts of tetracyclo[4.4.0.12,5.17,10]dodec-3-ene (TCD) and 18.4 parts of 5-carboxy-5-carboxymethyl-2-norbornene (CCMN) obtained in Preparation Example 4 as monomers (monomer composition: TCD/CCMN=50/50 (mol/mol)), and using 1-hexene in an amount of 0.16 part. The polymerization conversion rate was 98%, the monomer composition ratio (TCD/CCMN) in the resulting ring-opened copolymer was 50/50 (mol/mol), and t... Procedure details: The title compound was prepared in a manner analogous to that in Example 152 substituting (1R*,2S*)-2-(1-(4-bromobenzyl)-6-((5-methylpyridin-2-yl)methoxy)-1H-benzo[d]imidazol-2-yl)cyclohexanecarboxylic acid, 3,3-difluoroazetidine hydrochloride (4 eq), and 5 eq LiHMDS. MS (ESI): mass calcd. for C31H32F2N4O3, 546.24; m/z found, 547.2 [M+H]+. 1H NMR (500 MHz, DMSO-d6) δ 7.51 (s, 1H), 6.82 (d, J=7.9, 1H), 6.73 (d, J=8.8, 1H), 6.61 (d, J=7.9, 1H), 6.23-6.03 (m, 4H), 5.68 (d, J=8.4, 2H), 4.57 (q, J=16... Product: FC1(CN(C1)C1=CC=C(CN2C(=NC3=C2C=C(C=C3)OCC3=NC=C(C=C3)C)[C@H]3[C@H](CCCC3)C(=O)O)C=C1)F ((1S*,2R*)-2-{1-[4-(3,3-Difluoroazetidin-1-yl)benzyl]-6-[(5-methylpyridin-2-yl)methoxy]-1H-benzimidazol-2-yl}cyclohexanecarboxylic acid). Starting materials: BrC1=CC=C(CN2C(=NC3=C2C=C(C=C3)OCC3=NC=C(C=C3)C)[C@@H]3[C@@H](CCCC3)C(=O)O)C=C1 ((1R*,2S*)-2-(1-(4-bromobenzyl)-6-((5-methylpyridin-2-yl)methoxy)-1H-benzo[d]imidazol-2-yl)cyclohexanecarboxylic acid), Cl.FC1(CNC1)F (3,3-difluoroazetidine hydrochloride), [Li+].C[Si](C)(C)[N-][Si](C)(C)C (LiHMDS). Reaction SMILES: Br[C:2]1[CH:35]=[CH:34][C:5]([CH2:6][N:7]2[C:11]3[CH:12]=[C:13]([O:16][CH2:17][C:18]4[CH:23]=[CH:22][C:21]([CH3:24])=[CH:20][N:19]=4)[CH:14]=[CH:15][C:10]=3[N:9]=[C:8]2[C@H:25]2[CH2:30][CH2:29][CH2:28][CH2:27][C@H:26]2[C:31]([OH:33])=[O:32])=[CH:4][CH:3]=1.Cl.[F:37][C:38]1([F:42])[CH2:41][NH:40][CH2:39]1.[Li+].C[Si]([N-][Si](C)(C)C)(C)C>>[F:37][C:38]1([F:42])[CH2:41][N:40]([C:2]2[CH:35]=[CH:34][C:5]([CH2:6][N:7]3[C:11]4[CH:12]=[C:13]([O:16][CH2:17][C:18]5[CH:23]=[CH:22][C:21]([CH3:24])=[CH:20][N:19]=5)[CH:14]=[CH:15][C:10]=4[N:9]=[C:8]3[C@@H:25]3[CH2:30][CH2:29][CH2:28][CH2:27][C@@H:26]3[C:31]([OH:33])=[O:32])=[CH:4][CH:3]=2)[CH2:39]1 |f:1.2,3.4|.